From a dataset of the Open Reaction Database (ORD), a public repository of structured organic reaction records. describe an organic reaction: reactants, conditions, products, and yield The reactants are OC=C1C(C2=CC=CC=C2C1)=O (2-Hydroxymethlene indan-1-one), Cl.C1(=CC=CC=C1)NN (phenylhydrazine hydrochloride), Cl (hydrochloric acid). The solvent is C(C)O (ethanol). The product is C1(=CC=CC=C1)N1N=CC2=C1C1=CC=CC=C1C2 (1-Phenyl-1, 4-dihydro-indeno[1,2-c] pyrazole). As a reaction SMILES: O[CH:2]=[C:3]1[CH2:11][C:10]2[C:5](=[CH:6][CH:7]=[CH:8][CH:9]=2)[C:4]1=O.Cl.[C:14]1([NH:20][NH2:21])[CH:19]=[CH:18][CH:17]=[CH:16][CH:15]=1.Cl>C(O)C>[C:14]1([N:20]2[C:4]3[C:5]4[C:10]([CH2:11][C:3]=3[CH:2]=[N:21]2)=[CH:9][CH:8]=[CH:7][CH:6]=4)[CH:19]=[CH:18][CH:17]=[CH:16][CH:15]=1 |f:1.2|. Reported procedure: 2-Hydroxymethlene indan-1-one (Example 1(ii)(a) (6.0 g, 37.5 mmol), phenylhydrazine hydrochloride (Aldrich) (5.48 g, 37.9 mmol), 10 M hydrochloric acid (1 cm3) and ethanol (30 cm3) were stirred under reflux for 19 hours. After cooling, the solvent was evaporated under reduced pressure and the residue dissolved in dichloromethane, then washed with 2M sodium hydroxide. The organic layer was separated, dried (Na2SO4) filtered and concentrated in vacuo. Purification by Kugelrohr distillation afforde... Starting materials: ClC=1C=CC2=C3C=CC=CC3=C(N=C2C1)C (3-chloro-6-methylphenanthridine), [BH4-].[Na+] (sodium borohydride), [OH-].[Na+] (sodium hydroxide), C([O-])(O)=O.[Na+] (sodium bicarbonate), C(C)OC(OC1=CC=C(C=C1)S(=O)(=O)Cl)=O (carbonic acid 4-chlorosulfonyl-phenyl ester ethyl ester), FC(C(=O)O)(F)F (Trifluoroacetic acid). Reagents/catalysts: CN(C1=CC=NC=C1)C (4-(dimethylamino)pyridine). Run in O1CCCC1 (tetrahydrofuran). The product is ClC=1C=CC=2C3=CC=CC=C3C(N(C2C1)S(=O)(=O)C1=CC=C(C=C1)O)C (4-[(3-Chloro-6-methylphenanthridin-5(6H)-yl)sulfonyl]phenol), solid. Isolated yield 37.0%. RXN SMILES: [Cl:1][C:2]1[CH:3]=[CH:4][C:5]2[C:14]([CH:15]=1)=[N:13][C:12]([CH3:16])=[C:11]1[C:6]=2[CH:7]=[CH:8][CH:9]=[CH:10]1.[BH4-].[Na+].FC(F)(F)C(O)=O.C(=O)(O)[O-].[Na+].C(OC(=O)[O:35][C:36]1[CH:41]=[CH:40][C:39]([S:42](Cl)(=[O:44])=[O:43])=[CH:38][CH:37]=1)C.[OH-].[Na+]>O1CCCC1.CN(C)C1C=CN=CC=1>[Cl:1][C:2]1[CH:3]=[CH:4][C:5]2[C:6]3[C:11]([CH:12]([CH3:16])[N:13]([S:42]([C:39]4[CH:40]=[CH:41][C:36]([OH:35])=[CH:37][CH:38]=4)(=[O:44])=[O:43])[C:14]=2[CH:15]=1)=[CH:10][CH:9]=[CH:8][CH:7]=3 |f:1.2,4.5,7.8|. Procedure details: A stirred solution of 3-chloro-6-methylphenanthridine (0.40 g, 1.76 mmol) in tetrahydrofuran (7 mL) was treated with freshly crushed sodium borohydride (0.33 g, 8.8 mmol). Trifluoroacetic acid (0.54 mL, 7.0 mmol) was added dropwise at a rate to keep the exothermic reaction and gas evolution under control. After the addition was complete, the heterogeneous reaction mixture was stirred until the temperature returned to 23° C. The mixture was then heated at reflux for 14 hours. The reaction was coo... Reactants: CCOC(C)=O, C, CC(C)=C1Cc2ccc3nc(C)oc3c2C1=O, CO, [Pd]. The product is Cc1nc2ccc3c(c2o1)C(=O)C(C(C)C)C3. Reaction SMILES: [C:18]([O:19][CH2:20][CH3:21])(=[O:22])[CH3:23].[C:26].[CH3:1][c:2]1[o:3][c:4]2[c:5]([n:6]1)[cH:7][cH:8][c:9]1[c:13]2[C:12](=[O:14])[C:11](=[C:15]([CH3:16])[CH3:17])[CH2:10]1.[CH3:24][OH:25].[Pd:27]>>[CH3:1][c:2]1[o:3][c:4]2[c:5]([n:6]1)[cH:7][cH:8][c:9]1[c:13]2[C:12](=[O:14])[CH:11]([CH:15]([CH3:16])[CH3:17])[CH2:10]1. The reactants are ClC1=C(C(=O)OCC)C=C(C=C1)N1C(NC2=C(C1=O)CCC2)=O (ethyl 2-chloro-5-(1,2,4,5,6,7-hexahydro-2,4-dioxo-3H-cyclopenta[d]pyrimidin-3-yl)-benzoate), [H-].[Na+] (sodium hydride), C(C)(C)Br (isopropyl bromide). The solvent is CN(P(N(C)C)(N(C)C)=O)C (hexamethyl-phosphoric acid triamide). The product is ClC1=C(C(=O)OCC)C=C(C=C1)N1C(=NC2=C(C1=O)CCC2)OC(C)C (ethyl 2-chloro-5-(4,5,6,7-tetrahydro-2-isopropoxy-4-oxo-3H -cyclopenta[d]pyrimidin-3-yl)-benzoate). Reaction SMILES: [Cl:1][C:2]1[CH:12]=[CH:11][C:10]([N:13]2[C:18](=[O:19])[C:17]3[CH2:20][CH2:21][CH2:22][C:16]=3[NH:15][C:14]2=[O:23])=[CH:9][C:3]=1[C:4]([O:6][CH2:7][CH3:8])=[O:5].[H-].[Na+].[CH:26](Br)([CH3:28])[CH3:27]>CN(C)P(=O)(N(C)C)N(C)C>[Cl:1][C:2]1[CH:12]=[CH:11][C:10]([N:13]2[C:18](=[O:19])[C:17]3[CH2:20][CH2:21][CH2:22][C:16]=3[N:15]=[C:14]2[O:23][CH:26]([CH3:28])[CH3:27])=[CH:9][C:3]=1[C:4]([O:6][CH2:7][CH3:8])=[O:5] |f:1.2|. Procedure: using ethyl 2-chloro-5-(1,2,4,5,6,7-hexahydro-2,4-dioxo-3H-cyclopenta[d]pyrimidin-3-yl)-benzoate with sodium hydride and isopropyl bromide in hexamethyl-phosphoric acid triamide there is obtained ethyl 2-chloro-5-(4,5,6,7-tetrahydro-2-isopropoxy-4-oxo-3H -cyclopenta[d]pyrimidin-3-yl)-benzoate. 1H-NMR (CDCl3, 400 MHz): 7.69 ppm (d,1H), 7.54 ppm (d,1H), 7.23 ppm (q,1H), 5.30 ppm (m,1H), 4.38 ppm (q,2H), 2.79 ppm (m,4H). 2.09 ppm (m,2H), 1.38 ppm (t,3H), 1.22 ppm (d,6H). Starting materials: [OH-].[K+] (potassium hydroxide), C1CCOC1 (THF), COC(C(C(=O)NC)(C)N(C(=O)C1=CC=C(C=C1)I)C)=O (1-{[1-methoxy-2-methyl-3-(methylamino)-1,3-dioxopropan-2-yl](methyl)carbamoyl}-4-iodobenzene), COC(C(C(=O)NC)(C)N(C(=O)C1=CC=C(C=C1)I)C)=O (1-{[1-methoxy-2-methyl-3-(methylamino)-1,3-dioxopropan-2-yl](methyl)carbamoyl}-4-iodobenzene), aqueous solution, C(CC(O)(C(=O)O)CC(=O)O)(=O)O (citric acid). Solvent: CO (MeOH). Conditions: time 3 hour. The product is C(=O)(O)C(C(=O)NC)(C)N(C(=O)C1=CC=C(C=C1)I)C (1-{[2-carboxy-1-(methylamino)-1-oxopropan-2-yl](methyl)carbamoyl}-4-iodobenzene). The yield is 78.6%. As a reaction SMILES: [OH-].[K+].C1COCC1.C[O:9][C:10](=[O:28])[C:11]([N:17]([CH3:27])[C:18]([C:20]1[CH:25]=[CH:24][C:23]([I:26])=[CH:22][CH:21]=1)=[O:19])([CH3:16])[C:12]([NH:14][CH3:15])=[O:13].C(O)(=O)CC(CC(O)=O)(C(O)=O)O>CO>[C:10]([C:11]([N:17]([CH3:27])[C:18]([C:20]1[CH:21]=[CH:22][C:23]([I:26])=[CH:24][CH:25]=1)=[O:19])([CH3:16])[C:12]([NH:14][CH3:15])=[O:13])([OH:28])=[O:9] |f:0.1|. Procedure details: A 1.7 mol/L-potassium hydroxide aqueous solution (0.55 mL) was added to a THF (1.0 mL)-MeOH (1.0 mL) solution of 1-{[1-methoxy-2-methyl-3-(methylamino)-1,3-dioxopropan-2-yl](methyl)carbamoyl}-4-iodobenzene (Intermediate 10-2, 0.12 g), and the mixture was stirred for 3 hours at room temperature. The reaction mixture was adjusted to pH 5 with a 10% aqueous solution of citric acid, and extracted with a chloroform-methanol mixture. The organic layer was washed with brine, and dried over anhydrous so... The reactants are C(C)(C)N1CCN(CC1)C=1SC(=CN1)[Sn](CCCC)(CCCC)CCCC (2-(4-isopropylpiperazin-1-yl)-5-(tributylstannyl)thiazole), BrC=1SC2=C(N1)C=C(C(=C2C2=CC=C(C=C2)Cl)[C@@H](C(=O)OC)OC(C)(C)C)C ((S)-methyl 2-(2-bromo-7-(4-chlorophenyl)-5-methylbenzo[d]thiazol-6-yl)-2-tert-butoxyacetate), O1CCOCC1 (dioxane). The reagents and catalysts are C=1C=CC(=CC1)[P](C=2C=CC=CC2)(C=3C=CC=CC3)[Pd]([P](C=4C=CC=CC4)(C=5C=CC=CC5)C=6C=CC=CC6)([P](C=7C=CC=CC7)(C=8C=CC=CC8)C=9C=CC=CC9)[P](C=1C=CC=CC1)(C=1C=CC=CC1)C=1C=CC=CC1 (Pd(PPh3)4), [Cu]I (CuI). Run in C(C)(=O)OCC (ethyl acetate), [F-].[Na+] (NaF). Conditions: temperature 110 celsius, time 30 minute. The product is C(C)(C)(C)O[C@H](C(=O)OC)C1=C(C2=C(N=C(S2)C2=CN=C(S2)N2CCN(CC2)C(C)C)C=C1C)C1=CC=C(C=C1)Cl ((S)-methyl 2-tert-butoxy-2-(7-(4-chlorophenyl)-2-(2-(4-isopropylpiperazin-1-yl)thiazol-5-yl)-5-methylbenzo[d]thiazol-6-yl)acetate). Reaction SMILES: [CH:1]([N:4]1[CH2:9][CH2:8][N:7]([C:10]2[S:11][C:12]([Sn](CCCC)(CCCC)CCCC)=[CH:13][N:14]=2)[CH2:6][CH2:5]1)([CH3:3])[CH3:2].Br[C:29]1[S:30][C:31]2[C:37]([C:38]3[CH:43]=[CH:42][C:41]([Cl:44])=[CH:40][CH:39]=3)=[C:36]([C@H:45]([O:50][C:51]([CH3:54])([CH3:53])[CH3:52])[C:46]([O:48][CH3:49])=[O:47])[C:35]([CH3:55])=[CH:34][C:32]=2[N:33]=1.O1CCOCC1>C(OCC)(=O)C.[F-].[Na+].C1C=CC([P]([Pd]([P](C2C=CC=CC=2)(C2C=CC=CC=2)C2C=CC=CC=2)([P](C2C=CC=CC=2)(C2C=CC=CC=2)C2C=CC=CC=2)[P](C2C=CC=CC=2)(C2C=CC=CC=2)C2C=CC=CC=2)(C2C=CC=CC=2)C2C=CC=CC=2)=CC=1.[Cu]I>[C:51]([O:50][C@@H:45]([C:36]1[C:35]([CH3:55])=[CH:34][C:32]2[N:33]=[C:29]([C:12]3[S:11][C:10]([N:7]4[CH2:6][CH2:5][N:4]([CH:1]([CH3:2])[CH3:3])[CH2:9][CH2:8]4)=[N:14][CH:13]=3)[S:30][C:31]=2[C:37]=1[C:38]1[CH:39]=[CH:40][C:41]([Cl:44])=[CH:42][CH:43]=1)[C:46]([O:48][CH3:49])=[O:47])([CH3:54])([CH3:52])[CH3:53] |f:4.5,^1:73,75,94,113|. Reported procedure: A 5 mL microwave reaction tube was charged with 2-(4-isopropylpiperazin-1-yl)-5-(tributylstannyl)thiazole (39 mg, 0.078 mmol), (S)-methyl 2-(2-bromo-7-(4-chlorophenyl)-5-methylbenzo[d]thiazol-6-yl)-2-tert-butoxyacetate (40 mg, 1.1 eq.), Pd(PPh3)4 (15 mg, 15 mol %), CuI (5 mg, 30 mol %) and dioxane (1 mL). The reaction was heated to 110° C. in oil bath for 1 hour. Reaction mixture was diluted with ethyl acetate and saturated NaF aqueous solution was added and stirred for 30 minutes. Extracted wit... Starting materials: CCO, [N-]=[N+]=Nc1cccc(C23COCC2CSC(NC(=O)c2ccccc2)=N3)c1. Yields the product Nc1cccc(C23COCC2CSC(NC(=O)c2ccccc2)=N3)c1. As a reaction SMILES: [CH3:28][CH2:29][OH:30].[N:1](=[N+:2]=[N-:3])[c:4]1[cH:5][c:6]([C:10]23[N:11]=[C:12]([NH:19][C:20]([c:21]4[cH:22][cH:23][cH:24][cH:25][cH:26]4)=[O:27])[S:13][CH2:14][CH:15]2[CH2:16][O:17][CH2:18]3)[cH:7][cH:8][cH:9]1>>[NH2:1][c:4]1[cH:5][c:6]([C:10]23[N:11]=[C:12]([NH:19][C:20]([c:21]4[cH:22][cH:23][cH:24][cH:25][cH:26]4)=[O:27])[S:13][CH2:14][CH:15]2[CH2:16][O:17][CH2:18]3)[cH:7][cH:8][cH:9]1.